The task is: describe an organic reaction: reactants, conditions, products, and yield. This data is from the Open Reaction Database (ORD), a public repository of structured organic reaction records. The reactants are C(C=C)(=O)O (acrylic acid), C(C)(=O)OOC(C)(C)C (tert-butyl peracetate), C(CCCCCC(C)(C)C)(=O)[O-] (neo-decanoate), C=CC1=CC=CC=C1 (styrene), C(C)C1=CC=CC=C1 (ethylbenzene), C(C=C)(=O)O (acrylic acid), C(C)(=O)OOC(C)(C)C (tert-butyl peracetate), cis-polybutadiene, C(C=C)(=O)O (acrylic acid). Solvent: C(C)C(=O)C (methyl ethyl ketone), C(C)C(=O)C (methyl ethyl ketone). Run at temperature 85 celsius, time 4 hour. Yields the product C(=CC1=CC=CC=C1)C=CC(=O)O (styrene-acrylic acid). The yield is 446.8%. Reaction SMILES: [CH2:1]=[CH:2][C:3]1[CH:8]=[CH:7][CH:6]=[CH:5][CH:4]=1.C(C1C=CC=CC=1)C.[C:17]([OH:21])(=[O:20])[CH:18]=[CH2:19].C(OOC(C)(C)C)(=O)C.C([O-])(=O)CCCCCC(C)(C)C>C(C(C)=O)C>[CH:1]([CH:19]=[CH:18][C:17]([OH:21])=[O:20])=[CH:2][C:3]1[CH:8]=[CH:7][CH:6]=[CH:5][CH:4]=1. Reported procedure: Into a polymerization reactor equipped with an agitator and a reflux condenser were charged 580 grams of styrene, 3.0 grams of terpenolene and 200 ml of ethylbenzene. Then 80 grams of high cis-polybutadiene from Goodyear Tire & Rubber Company (Budene 1208) was dissolved in the mixture. After the rubber had dissolved, a solution of 40 grams of acrylic acid in 60 ml of methyl ethyl ketone (335 ml) was introduced into the mixture. The temperature of the reaction mixture was raised to 85° C. and mai...